Task: describe an organic reaction: reactants, conditions, products, and yield. Dataset: the Open Reaction Database (ORD), a public repository of structured organic reaction records Starting materials: [BH4-].[Na+] (sodium borohydride), C(C1=CC=CC=C1)OC(=O)C1=CC=2C(=CC=C3C=NN(C23)C[C@H](C)NC(=O)OCC2=CC=CC=C2)O1 (1-((S)-2-Benzyloxycarbonylaminopropyl)-1H-furo[2,3-g]indazole-7-carboxylic acid benzyl ester), [Cl-].[Ca+2].[Cl-] (calcium chloride). Solvent: C(C)O (ethanol), C1CCOC1 (THF). Reaction conditions: time 20 hour. The product is C(C1=CC=CC=C1)OC(N[C@H](CN1N=CC2=CC=C3C(=C12)C=C(O3)CO)C)=O ([(S)-2-(7-Hydroxymethyl-furo[2,3-g]indazol-1-yl)-1-methylethyl]-carbamic acid benzyl ester). The yield is 48.8%. Reaction SMILES: C([O:8][C:9]([C:11]1[O:36][C:14]2=[CH:15][CH:16]=[C:17]3[C:21]([N:20]([CH2:22][C@@H:23]([NH:25][C:26]([O:28][CH2:29][C:30]4[CH:35]=[CH:34][CH:33]=[CH:32][CH:31]=4)=[O:27])[CH3:24])[N:19]=[CH:18]3)=[C:13]2[CH:12]=1)=O)C1C=CC=CC=1.[Cl-].[Ca+2].[Cl-].[BH4-].[Na+]>C(O)C.C1COCC1>[CH2:29]([O:28][C:26](=[O:27])[NH:25][C@@H:23]([CH3:24])[CH2:22][N:20]1[C:21]2[C:17](=[CH:16][CH:15]=[C:14]3[O:36][C:11]([CH2:9][OH:8])=[CH:12][C:13]3=2)[CH:18]=[N:19]1)[C:30]1[CH:35]=[CH:34][CH:33]=[CH:32][CH:31]=1 |f:1.2.3,4.5|. Procedure: To a stirred solution of the product from Step A (0.13 g, 0.27 mmol) in ethanol (10 mL) was added calcium chloride (0.06 g, 0.54 mmol) in THF (2 mL) followed by sodium borohydride (0.04 g, 1.07 mmol) at 0° C. and the mixture was stirred at room temperature for 20 h. The reaction mixture was evaporated to a residue and a saturated aqueous solution of ammonium chloride (20 mL was added followed by ethyl acetate (50 mL). The organic layer was separated and the aqueous was extracted with ethyl aceta... Reactants: CS(=O)C (DMSO), C1=CC=CC=C1 (benzene), CP, [OH-].[Na+] (sodium hydroxide), [I-].C[S+](=O)(C)C (trimethylsulfoxonium iodide), C(C)(C)O (isopropyl alcohol). The solvent is O (water). Reaction conditions: time 5 hour. The product is CC(C)C12CCC(=O)C1C2 (sabina ketone). Yield: 42.0%. Reaction SMILES: CS(C)=O.[CH:5]1[CH:10]=[CH:9][CH:8]=[CH:7][CH:6]=1.[OH-:11].[Na+].[I-].C[S+](C)(C)=O.[CH:19](O)([CH3:21])[CH3:20]>O>[CH3:20][CH:19]([C:5]12[CH2:10][CH:9]1[C:8](=[O:11])[CH2:7][CH2:6]2)[CH3:21] |f:2.3,4.5|. Procedure: 25 ml of DMSO, 35 ml of benzene, 25 ml of isopropyl alcohol, 3.1 g (25 mM) of CP, 2.4 g (30 mM) of 50% aqueous sodium hydroxide and 5 ml of water were added to 6.9 g (31.25 mM) of trimethylsulfoxonium iodide and the reaction was carried out at room temperature for 5 hours. Then, the treatments were carried out as described in Example 8. 2.6 g (76% yield) of crude product were produced, from which1.45 g (42 % yield) of sabina ketone were obtained by distillation. Reactants: NC1=C(C=CC(=C1)C(F)(F)F)C1=CC(=NC=N1)OC1=CC=CC2=C1N=C(S2)NC(C)=O (N-{4-[6-(2-Amino-4-trifluoromethyl-phenyl)-pyrimidin-4-yloxy]-benzothiazol-2-yl}-acetamide), C1(CCCCC1)C=O (cyclohexanecarboxaldehyde), O (water), C(C)(=O)O[BH-](OC(C)=O)OC(C)=O.[Na+] (Sodium triacetoxyborohydride). The solvent is ClCCCl (1,2-dichloroethane). Conditions: temperature 40 celsius, time 2 hour. Yields the product C1(CCCCC1)CNC1=C(C=CC(=C1)C(F)(F)F)C1=CC(=NC=N1)OC1=CC=CC2=C1N=C(S2)NC(C)=O (N-(4-{6-[2-(Cyclohexylmethyl-amino)-4-trifluoromethyl-phenyl]-pyrimidin-4-yloxy}-benzothiazol-2-yl)-acetamide). As a reaction SMILES: [NH2:1][C:2]1[CH:7]=[C:6]([C:8]([F:11])([F:10])[F:9])[CH:5]=[CH:4][C:3]=1[C:12]1[N:17]=[CH:16][N:15]=[C:14]([O:18][C:19]2[C:24]3[N:25]=[C:26]([NH:28][C:29](=[O:31])[CH3:30])[S:27][C:23]=3[CH:22]=[CH:21][CH:20]=2)[CH:13]=1.[CH:32]1([CH:38]=O)[CH2:37][CH2:36][CH2:35][CH2:34][CH2:33]1.C(O[BH-](OC(=O)C)OC(=O)C)(=O)C.[Na+].O>ClCCCl>[CH:32]1([CH2:38][NH:1][C:2]2[CH:7]=[C:6]([C:8]([F:11])([F:9])[F:10])[CH:5]=[CH:4][C:3]=2[C:12]2[N:17]=[CH:16][N:15]=[C:14]([O:18][C:19]3[C:24]4[N:25]=[C:26]([NH:28][C:29](=[O:31])[CH3:30])[S:27][C:23]=4[CH:22]=[CH:21][CH:20]=3)[CH:13]=2)[CH2:37][CH2:36][CH2:35][CH2:34][CH2:33]1 |f:2.3|. Procedure: To a solution of N-{4-[6-(2-amino-4-tri-fluoromethyl-phenyl)-pyrimidin-4-yloxy]-benzothiazol-2-yl}-acetamide, (Example 151), (0.17 g, 0.3 mmol) in 1,2-dichloroethane (10 mL) was added cyclohexanecarboxaldehyde (0.1 g, 0.9 mmol, Aldrich) and the mixture was stirred at 40° C. for 2 h. Sodium triacetoxyborohydride (0.40 g, 1.9 mmol, Aldrich) was added and the reaction mixture was stirred for 18 h at room temperature. After the addition of water (2 mL), the reaction mixture was evaporated in vacuum.... Starting materials: C1CN2CCN1CC2, CC(c1ccc(O)cc1Cl)C(O)(c1ccc2c(c1)N(C)C(=O)CO2)C(F)(F)F, COC(=O)c1cnc(Cl)nc1C(F)(F)F. Product: COC(=O)c1cnc(Oc2ccc(C(C)C(O)(c3ccc4c(c3)N(C)C(=O)CO4)C(F)(F)F)c(Cl)c2)nc1C(F)(F)F. RXN SMILES: [CH2:44]1[N:45]2[CH2:46][CH2:47][N:48]([CH2:49][CH2:50]2)[CH2:51]1.[Cl:1][c:2]1[c:3]([CH:9]([C:10]([C:11]([F:12])([F:13])[F:14])([OH:15])[c:16]2[cH:17][cH:18][c:19]3[c:20]([cH:27]2)[N:21]([CH3:26])[C:22](=[O:25])[CH2:23][O:24]3)[CH3:28])[cH:4][cH:5][c:6]([OH:8])[cH:7]1.[Cl:29][c:30]1[n:31][cH:32][c:33]([C:40](=[O:41])[O:42][CH3:43])[c:34]([C:36]([F:37])([F:38])[F:39])[n:35]1>>[Cl:1][c:2]1[c:3]([CH:9]([C:10]([C:11]([F:12])([F:13])[F:14])([OH:15])[c:16]2[cH:17][cH:18][c:19]3[c:20]([cH:27]2)[N:21]([CH3:26])[C:22](=[O:25])[CH2:23][O:24]3)[CH3:28])[cH:4][cH:5][c:6]([O:8][c:30]2[n:31][cH:32][c:33]([C:40](=[O:41])[O:42][CH3:43])[c:34]([C:36]([F:37])([F:38])[F:39])[n:35]2)[cH:7]1. As a reaction SMILES: [C:19](#[N:20])[BH3-:21].[CH3:15][C:16](=[O:17])[O-:18].[CH3:1][O:2][c:3]1[c:4]2[c:9]([cH:10][cH:11][cH:12]1)[CH2:8][C:7](=[O:13])[CH2:6][CH2:5]2.[CH3:24][OH:25].[Cl:26][CH2:27][CH2:28][Cl:29].[ClH:23].[NH4+:14].[Na+:22]>>[CH3:1][O:2][c:3]1[c:4]2[c:9]([cH:10][cH:11][cH:12]1)[CH2:8][CH:7]([NH2:20])[CH2:6][CH2:5]2. Yields the product COc1cccc2c1CCC(N)C2. The reactants are [BH3-]C#N, CC(=O)[O-], COc1cccc2c1CCC(=O)C2, CO, ClCCCl, Cl, [NH4+], [Na+]. Reactants: IC1=CC=C(C=C1)N1C(C=CC=C1)=S (1-(4-iodophenyl)pyridine-2(1H)-thione), ClC1=CC=C(S1)C(=O)NCC=1N=CNC1 (5-chloro-N-((1H-imidazol-4-yl)methyl)thiophene-2-carboxamide), OC=1C=CC=C2C=CC=NC12 (8-hydroxyquinoline), C(=O)([O-])[O-].[K+].[K+] (K2CO3). Reagents/catalysts: [Cu]I (CuI). Run in CS(=O)C (DMSO). Reaction conditions: temperature 130 celsius. Yields the product ClC1=CC=C(S1)C(=O)NCC=1N=CN(C1)C1=CC=C(C=C1)N1C(C=CC=C1)=S (5-Chloro-N-((1-(4-(2-thioxopyridin-1(2H)-yl)phenyl)-1H-imidazol-4-yl)methyl)thiophene-2-carboxamide). As a reaction SMILES: I[C:2]1[CH:7]=[CH:6][C:5]([N:8]2[CH:13]=[CH:12][CH:11]=[CH:10][C:9]2=[S:14])=[CH:4][CH:3]=1.[Cl:15][C:16]1[S:20][C:19]([C:21]([NH:23][CH2:24][C:25]2[N:26]=[CH:27][NH:28][CH:29]=2)=[O:22])=[CH:18][CH:17]=1.OC1C=CC=C2C=1N=CC=C2.C([O-])([O-])=O.[K+].[K+]>CS(C)=O.[Cu]I>[Cl:15][C:16]1[S:20][C:19]([C:21]([NH:23][CH2:24][C:25]2[N:26]=[CH:27][N:28]([C:2]3[CH:7]=[CH:6][C:5]([N:8]4[CH:13]=[CH:12][CH:11]=[CH:10][C:9]4=[S:14])=[CH:4][CH:3]=3)[CH:29]=2)=[O:22])=[CH:18][CH:17]=1 |f:3.4.5|. Procedure: A mixture of 1-(4-iodophenyl)pyridine-2(1H)-thione prepared above (65 mg, 0.21 mmol), 5-chloro-N-((1H-imidazol-4-yl)methyl)thiophene-2-carboxamide 3-1 prepared in Example 11 (65 mg, 0.18 mmol), 8-hydroxyquinoline (10 mg, 0.069 mmol) and K2CO3 (75 mg, 0.54 mmol) in DMSO (2 mL) was degassed with Ar before being charged with CuI (27 mg, 0.14 mmol). The mixture in a sealed tube was heated at 130° C. overnight. It was then purified by HPLC to give the title compound (15 mg). MS 427.0 and 429.0 (M+H, ...